Task: describe an organic reaction: reactants, conditions, products, and yield. Dataset: the Open Reaction Database (ORD), a public repository of structured organic reaction records Reactants: C(#N)OC (NCOCH3), OC1[C@@H]([C@@H](O)[C@H](O)[C@H](O1)CO)NC(=O)C (GlcNAc), OC1[C@H](O)[C@@H](O)[C@H](O)[C@H](O1)C(O)=O (GlcA), IV, Na-salt, OC1[C@@H]([C@@H](O)[C@H](O)[C@H](O1)CO)NC(=O)C (GlcNAc), OC1[C@@H]([C@@H](O)[C@H](O)[C@H](O1)CO)NC(=O)C (GlcNAc), OC1[C@H](O)[C@@H](O)[C@H](O)[C@H](O1)C(O)=O (GlcA). The product is C(C(C(C(C(CO)O)O)O)O)N (Glycamine). Reaction SMILES: OC1[O:9][C@H:8]([CH2:10][OH:11])[C@@H:6]([OH:7])[C@H:4]([OH:5])[C@H:3]1[NH:12]C(C)=O.[OH:16][CH:17]1O[C@H](C(=O)O)[C@@H](O)[C@H](O)[C@H]1O.C(OC)#N>>[CH2:3]([NH2:12])[CH:4]([OH:5])[CH:6]([OH:7])[CH:8]([OH:9])[CH:10]([OH:11])[CH2:17][OH:16]. Procedure: 1H NMR of IV, Na-salt (500 MHz, D2O, 2 mM NaHCO3, 30° C.): δ=5.473 (m, 2 —CH═CH— of DOPE), 5.328 (m, OCH2CHCH2O of DOPE), 4.574 and 4.473 (m, HA: H-1 of GlcNAc, H-1 of GlcA; CO—OCHCHCH2 of DOPE), 4.246 (dd, J=12.3 Hz, J=6.8 Hz, CO—OCHCHCH2 of DOPE), 4.027 (t, J=5.7 Hz, POCH2CH2N of DOPE), 3.95-3.34 (HA: H-2+H-6 of GlcNAc, H-2+H-5 of GlcA; POCH2CHCH2 of DOPE), 2.413 (m, 2 CH2COO of DOPE), 2.302 (m, 2 CH2CON), 2.049 (m, 2 CH2CH═CHCH2 of DOPE), 2.039 (m, NCOCH3 of GlcNAc), 1.630 (m, 2 CH2CH2CON and... Reactants: [OH-].C[N+](CCO)(C)C (N,N,N-trimethyl-N-(2-hydroxyethyl)ammonium hydroxide), [OH-].C[N+](CC(CC)O)(C)C (N,N,N-trimethyl-N-(2-hydroxybutyl)ammonium hydroxide), [OH-].C[N+](CC(C)O)(C)C (N,N,N-trimethyl-N-(2-hydroxypropyl)ammonium hydroxide), N12CCN(CC1)CC2 (1,4-diazabicyclo-(2,2,2)-octane), C1CO1 (ethylene oxide), [OH-].C[N+]1(CCOCC1)CCO (N-methyl-2-hydroxyethyl-morpholinium hydroxide), [OH-].C[N+]1(CCCC1)CC(C)O (N-methyl-N-(2-hydroxypropyl)-pyrrolidinium hydroxide), [OH-].OCC[N+](CCO)(CCO)CCO (tetra-(2-hydroxyethyl)-ammonium hydroxide). Solvent: O (water). The product is [OH-].OCC[N+](CC(CC)(CO)CO)(C)C (N-(2-hydroxyethyl)-N,N-dimethyl-N-(2,2'-dihydroxymethylbutyl)ammonium hydroxide). Reaction SMILES: [OH-].[CH3:2][N+:3]([CH3:8])([CH3:7])[CH2:4][CH2:5][OH:6].[OH-].C[N+]1([CH2:17][CH2:18][OH:19])CCOCC1.[OH-].C[N+]1(C[CH:28]([OH:30])C)CCCC1.[OH-].C[N+](C)(C)[CH2:34][CH:35](O)C.[OH-].C[N+](C)(C)CC(O)CC.[OH-].OCC[N+](CCO)(CCO)CCO.C1OC1.N12CCN(CC1)CC2>O>[OH-:6].[OH:6][CH2:5][CH2:4][N+:3]([CH3:8])([CH3:7])[CH2:2][C:17]([CH2:18][OH:19])([CH2:28][OH:30])[CH2:34][CH3:35] |f:0.1,2.3,4.5,6.7,8.9,10.11,15.16|. Reported procedure: N,N,N-trimethyl-N-(2-hydroxyethyl)ammonium hydroxide; N-methyl-2-hydroxyethyl-morpholinium hydroxide; N-methyl-N-(2-hydroxypropyl)-pyrrolidinium hydroxide; N,N,N-trimethyl-N-(2-hydroxypropyl)ammonium hydroxide; N,N,N-trimethyl-N-(2-hydroxybutyl)ammonium hydroxide; tetra-(2-hydroxyethyl)-ammonium hydroxide or the compound corresponding to the formula ##STR2## which represents the monoadduct of ethylene oxide and water to 1,4-diazabicyclo-(2,2,2)-octane. The reactants are C(C)SC=1SC(C(N1)=O)=CC=1C=C2C=NN(C2=CC1)CC1=C(C=C(C=C1)C(C)(C)O)C(F)(F)F (2-Ethylsulfanyl-5-{1-[4-(1-hydroxy-1-methyl-ethyl)-2-trifluoromethyl-benzyl]-1H-indazol-5-ylmethylene}-thiazol-4-one), C[C@H]1N[C@H](CNC1)C ((2R,6S) 2,6-Dimethyl-piperazine). Yields the product C[C@@H]1CN(C[C@@H](N1)C)C=1SC(C(N1)=O)=CC=1C=C2C=NN(C2=CC1)CC1=C(C=C(C=C1)C(C)(C)O)C(F)(F)F (2-((3R,5S)-3,5-Dimethylpiperazin-1-yl)-5-({1-[4-(1-hydroxy-1-methylethyl)-2-(trifluoromethyl)benzyl]-1H-indazol-5-yl}methylidene)-1,3-thiazol-4(5H)-one). RXN SMILES: C(S[C:4]1[S:5][C:6](=[CH:10][C:11]2[CH:12]=[C:13]3[C:17](=[CH:18][CH:19]=2)[N:16]([CH2:20][C:21]2[CH:26]=[CH:25][C:24]([C:27]([OH:30])([CH3:29])[CH3:28])=[CH:23][C:22]=2[C:31]([F:34])([F:33])[F:32])[N:15]=[CH:14]3)[C:7](=[O:9])[N:8]=1)C.[CH3:35][C@@H:36]1[CH2:41][NH:40][CH2:39][C@H:38]([CH3:42])[NH:37]1>>[CH3:35][C@H:36]1[NH:37][C@@H:38]([CH3:42])[CH2:39][N:40]([C:4]2[S:5][C:6](=[CH:10][C:11]3[CH:12]=[C:13]4[C:17](=[CH:18][CH:19]=3)[N:16]([CH2:20][C:21]3[CH:26]=[CH:25][C:24]([C:27]([OH:30])([CH3:28])[CH3:29])=[CH:23][C:22]=3[C:31]([F:32])([F:33])[F:34])[N:15]=[CH:14]4)[C:7](=[O:9])[N:8]=2)[CH2:41]1. Procedure: 2-((3R,5S)-3,5-Dimethylpiperazin-1-yl)-5-({1-[4-(1-hydroxy-1-methylethyl)-2-(trifluoromethyl)benzyl]-1H-indazol-5-yl}methylidene)-1,3-thiazol-4(5H)-one was prepared from 2-Ethylsulfanyl-5-{1-[4-(1-hydroxy-1-methyl-ethyl)-2-trifluoromethyl-benzyl]-1H-indazol-5-ylmethylene}-thiazol-4-one and (2R,6S) 2,6-Dimethyl-piperazine following General Procedure C. Reactants: BrC=1C=NC=C(C1)Br (3,5-dibromopyridine), C(C)(C)C1=CC=C(C=C1)B(O)O (4-isopropylbenzeneboronic acid), C([O-])([O-])=O.[Na+].[Na+] (sodium carbonate). Solvent: ethanol-toluene water. Run at temperature 80 celsius, time 12 hour. Yields the product BrC=1C=NC=C(C1)C1=CC=C(C=C1)C(C)C (3-bromo-5-(4-isopropyl-phenyl)-pyridine). Isolated yield 51.7%. RXN SMILES: Br[C:2]1[CH:3]=[N:4][CH:5]=[C:6]([Br:8])[CH:7]=1.[CH:9]([C:12]1[CH:17]=[CH:16][C:15](B(O)O)=[CH:14][CH:13]=1)([CH3:11])[CH3:10].C(=O)([O-])[O-].[Na+].[Na+]>>[Br:8][C:6]1[CH:5]=[N:4][CH:3]=[C:2]([C:15]2[CH:16]=[CH:17][C:12]([CH:9]([CH3:11])[CH3:10])=[CH:13][CH:14]=2)[CH:7]=1 |f:2.3.4|. Procedure: Part A. A solution of 3,5-dibromopyridine (1.0 g, 4.2 mmol) and 4-isopropylbenzeneboronic acid (346 mg, 2.1 mmol) in a mixture of ethanol-toluene-water (10 mL/5 mL/3 mL) is treated with sodium carbonate (450 mg). The mixture is degassed twice, treated with a catalytic amount of tetrakis(triphenylphosphine)palladium, and heated with stirring to 80° C. for 12 h. The mixture is cooled, filtered and evaporated. The residue is partitioned between water and ethyl acetate, and the organic phase is wash... The reactants are C(C)(C)(C)OC(NC=1C=NC(=CC1)C1COC=2C=NC3=CC=C(N=C3C2N1C)OC)=O ([6-(6-methoxy-4-methyl-3,4-dihydro-2H-1-oxa-4,5,9-triaza-phenanthren-3-yl)-pyridin-3-yl]-carbamic acid tert-butyl ester), O=C1CSC2=C(N1)C=C(C=C2)C(=O)O (3-oxo-3,4-dihydro-2H-benzo[1,4]thiazine-6-carboxylic acid). Yields the product COC=1N=C2C=3N(C(COC3C=NC2=CC1)C1=CC=C(C=N1)NC(=O)C=1C=CC2=C(NC(CS2)=O)C1)C (3-oxo-3,4-dihydro-2H-benzo[1,4]thiazine-6-carboxylic acid [6-(6-methoxy-4-methyl-3,4-dihydro-2H-1-oxa-4,5,9-triaza-phenanthren-3-yl)-pyridin-3-yl]-amide). RXN SMILES: C(OC(=O)[NH:7][C:8]1[CH:9]=[N:10][C:11]([CH:14]2[N:27]([CH3:28])[C:26]3[C:25]4[C:20](=[CH:21][CH:22]=[C:23]([O:29][CH3:30])[N:24]=4)[N:19]=[CH:18][C:17]=3[O:16][CH2:15]2)=[CH:12][CH:13]=1)(C)(C)C.[O:32]=[C:33]1[NH:38][C:37]2[CH:39]=[C:40]([C:43]([OH:45])=O)[CH:41]=[CH:42][C:36]=2[S:35][CH2:34]1>>[CH3:30][O:29][C:23]1[N:24]=[C:25]2[C:20](=[CH:21][CH:22]=1)[N:19]=[CH:18][C:17]1[O:16][CH2:15][CH:14]([C:11]3[N:10]=[CH:9][C:8]([NH:7][C:43]([C:40]4[CH:41]=[CH:42][C:36]5[S:35][CH2:34][C:33](=[O:32])[NH:38][C:37]=5[CH:39]=4)=[O:45])=[CH:13][CH:12]=3)[N:27]([CH3:28])[C:26]2=1. Procedure: The titled compound is prepared as a light yellow lyophilizated powder following Scheme 5 and in analogy to Example 1 using [6-(6-methoxy-4-methyl-3,4-dihydro-2H-1-oxa-4,5,9-triaza-phenanthren-3-yl)-pyridin-3-yl]-carbamic acid tert-butyl ester and 3-oxo-3,4-dihydro-2H-benzo[1,4]thiazine-6-carboxylic acid acid as starting materials. Reactants: CC(=O)O, CCO, [H][H], Nc1cc(N2CCOCC2)ccc1[N+](=O)[O-]. The product is Nc1ccc(N2CCOCC2)cc1N. RXN SMILES: [CH3:19][C:20](=[O:21])[OH:22].[CH3:23][CH2:24][OH:25].[H:17][H:18].[O:1]1[CH2:2][CH2:3][N:4]([c:7]2[cH:8][cH:9][c:10]([N+:14]([O-:15])=[O:16])[c:11]([NH2:13])[cH:12]2)[CH2:5][CH2:6]1>>[O:1]1[CH2:2][CH2:3][N:4]([c:7]2[cH:8][cH:9][c:10]([NH2:14])[c:11]([NH2:13])[cH:12]2)[CH2:5][CH2:6]1.